describe an organic reaction: reactants, conditions, products, and yield From a dataset of the Open Reaction Database (ORD), a public repository of structured organic reaction records. Reactants: BrC1=NC(=CC(=C1)C)F (2-bromo-6-fluoro-4-methyl-pyridine), C([O-])([O-])=O.[K+].[K+] (potassium carbonate), C(CN)N (ethylenediamine). Reaction conditions: time 2 hour. Product: BrC1=CC(=CC(=N1)NCCN)C (N-(6-Bromo-4-methyl-2-pyridyl)ethane-1,2-diamine). RXN SMILES: [Br:1][C:2]1[CH:7]=[C:6]([CH3:8])[CH:5]=[C:4](F)[N:3]=1.C(=O)([O-])[O-].[K+].[K+].[CH2:16]([NH2:19])[CH2:17][NH2:18]>>[Br:1][C:2]1[N:3]=[C:4]([NH:18][CH2:17][CH2:16][NH2:19])[CH:5]=[C:6]([CH3:8])[CH:7]=1 |f:1.2.3|. Reported procedure: To 2-bromo-6-fluoro-4-methyl-pyridine (380 mg, 2 mmol) was added potassium carbonate (552 mg, 4 mmol) followed by ethylenediamine (3 ml) and the resulting mixture was stirred art room temperature for two hours. The mixture was filtered through kieselguhr and the filtrate was evaporated to dryness under reduced pressure to yield 256 mg (1.11 mmol, 56%) MS(ESI) m/z=230.0 [M+1]+. Isolated yield 98.7%. Procedure: 143 mg of methyl 4-[(3R,4S)-3-({(tert-butoxycarbonyl)[(1R)-1-(1-naphthyl)ethyl]amino}methyl)-4-(2-fluorophenyl)piperidin-1-yl]-3,5-difluorobenzoate was dissolved in 4.0 mL of THF-2.0 mL of methanol and added with 2.0 mL of a 1 M aqueous sodium hydroxide solution at room temperature. After stirring at room temperature for 3 days, it was neutralized by addition of 2.1 mL of 1 M hydrochloric acid. The reaction mixture was concentrated under reduced pressure, and then extracted with ethyl acetate, a... RXN SMILES: [C:1]([O:5][C:6]([N:8]([CH2:21][C@@H:22]1[C@@H:27]([C:28]2[CH:33]=[CH:32][CH:31]=[CH:30][C:29]=2[F:34])[CH2:26][CH2:25][N:24]([C:35]2[C:44]([F:45])=[CH:43][C:38]([C:39]([O:41]C)=[O:40])=[CH:37][C:36]=2[F:46])[CH2:23]1)[C@@H:9]([C:11]1[C:20]2[C:15](=[CH:16][CH:17]=[CH:18][CH:19]=2)[CH:14]=[CH:13][CH:12]=1)[CH3:10])=[O:7])([CH3:4])([CH3:3])[CH3:2].[OH-].[Na+].Cl>C1COCC1.CO>[C:1]([O:5][C:6]([N:8]([CH2:21][CH:22]1[CH:27]([C:28]2[CH:33]=[CH:32][CH:31]=[CH:30][C:29]=2[F:34])[CH2:26][CH2:25][N:24]([C:35]2[C:44]([F:45])=[CH:43][C:38]([C:39]([OH:41])=[O:40])=[CH:37][C:36]=2[F:46])[CH2:23]1)[C@@H:9]([C:11]1[C:20]2[C:15](=[CH:16][CH:17]=[CH:18][CH:19]=2)[CH:14]=[CH:13][CH:12]=1)[CH3:10])=[O:7])([CH3:2])([CH3:3])[CH3:4] |f:1.2|. Reactants: C(C)(C)(C)OC(=O)N([C@H](C)C1=CC=CC2=CC=CC=C12)C[C@H]1CN(CC[C@@H]1C1=C(C=CC=C1)F)C1=C(C=C(C(=O)OC)C=C1F)F (methyl 4-[(3R,4S)-3-({(tert-butoxycarbonyl)[(1R)-1-(1-naphthyl)ethyl]amino}methyl)-4-(2-fluorophenyl)piperidin-1-yl]-3,5-difluorobenzoate), Cl (hydrochloric acid), [OH-].[Na+] (sodium hydroxide). The product is C(C)(C)(C)OC(=O)N([C@H](C)C1=CC=CC2=CC=CC=C12)CC1CN(CCC1C1=C(C=CC=C1)F)C1=C(C=C(C(=O)O)C=C1F)F (4-[3-({(tert-butoxycarbonyl)[(1R)-1-(1-naphthyl)ethyl]amino}methyl)-4-(2-fluorophenyl)piperidin-1-yl]-3,5-difluorobenzoic acid). Reaction conditions: time 3 day. Solvent: C1CCOC1 (THF), CO (methanol). Reactants: COC([C@H](CC1CCCCC1)N1C(C2C(C1)=CC=1C(=CC=CC1O2)OC)=O)=O ((S)-2-(8-methoxy-3-oxo-3,3a-dihydro-1H-chromeno[2,3-c]pyrrol-2-yl)-3-cyclohexyl-propionic acid methyl ester), O.[OH-].[Li+] (lithium hydroxide monohydrate), mixture. The solvent is O1CCCC1.O (tetrahydrofuran water). Product: COC=1C=2CC3=C(C(N(C3)[C@H](C(=O)O)CC3CCCCC3)=O)OC2C=CC1 ((S)-2-(8-methoxy-3-oxo-3,9-dihydro-1H-chromeno[2,3-c]pyrrol-2-yl)-3-cyclohexyl-propionic acid). Yield: 94.6%. RXN SMILES: C[O:2][C:3](=[O:28])[C@@H:4]([N:12]1[CH2:16][C:15]2=[CH:17][C:18]3[C:19]([O:25][CH3:26])=[CH:20][CH:21]=[CH:22][C:23]=3[O:24][CH:14]2[C:13]1=[O:27])[CH2:5][CH:6]1[CH2:11][CH2:10][CH2:9][CH2:8][CH2:7]1.O.[OH-].[Li+]>O1CCCC1.O>[CH3:26][O:25][C:19]1[C:18]2[CH2:17][C:15]3[CH2:16][N:12]([C@@H:4]([CH2:5][CH:6]4[CH2:11][CH2:10][CH2:9][CH2:8][CH2:7]4)[C:3]([OH:28])=[O:2])[C:13](=[O:27])[C:14]=3[O:24][C:23]=2[CH:22]=[CH:21][CH:20]=1 |f:1.2.3,4.5|. Procedure details: A solution of (S)-2-(8-methoxy-3-oxo-3,3a-dihydro-1H-chromeno[2,3-c]pyrrol-2-yl)-3-cyclohexyl-propionic acid methyl ester (1.2 g, 3.13 mmol) and lithium hydroxide monohydrate (0.17 g, 4.04 mmol) was stirred at 25° C. for 2 hours in tetrahydrofuran-water (3:1) mixture (20 mL). The reaction mixture was concentrated in vacuo to remove tetrahydrofuran, and the residue was acidified with 2N hydrochloric acid, and diluted with water. The resulting solution was extracted with ethyl acetate (3×). The co... Reactants: FC1=C(C(=O)Cl)C=CC=C1 (2-fluorobenzoyl chloride), COC=1C=C(C(=O)Cl)C=CC1 (3-methoxybenzoyl chloride), NC=1C=C(C(=O)NCC2=CC=CC=C2)C=CN1 (2-amino-N-benzylisonicotinamide). Product: C(C1=CC=CC=C1)NC(C1=CC(=NC=C1)NC(C1=CC(=CC=C1)OC)=O)=O (N-benzyl-2-(3-methoxybenzamido)isonicotinamide). Yield: 46.0%. As a reaction SMILES: FC1C=CC=CC=1C(Cl)=O.[CH3:11][O:12][C:13]1[CH:14]=[C:15]([CH:19]=[CH:20][CH:21]=1)[C:16](Cl)=[O:17].[NH2:22][C:23]1[CH:24]=[C:25]([CH:36]=[CH:37][N:38]=1)[C:26]([NH:28][CH2:29][C:30]1[CH:35]=[CH:34][CH:33]=[CH:32][CH:31]=1)=[O:27]>>[CH2:29]([NH:28][C:26](=[O:27])[C:25]1[CH:36]=[CH:37][N:38]=[C:23]([NH:22][C:16](=[O:17])[C:15]2[CH:19]=[CH:20][CH:21]=[C:13]([O:12][CH3:11])[CH:14]=2)[CH:24]=1)[C:30]1[CH:35]=[CH:34][CH:33]=[CH:32][CH:31]=1. Procedure: Following the procedure as describe in Example 6, making variations as required to replace 2-fluorobenzoyl chloride with 3-methoxybenzoyl chloride to react with 2-amino-N-benzylisonicotinamide, N-benzyl-2-(3-methoxybenzamido)isonicotinamide was obtained as a colorless solid in 46% yield: mp 95-96° C. (hexanes/ethyl acetate); 1H NMR (300 MHz, CDCl3) δ 8.88 (s, 1H), 8.64 (s, 1H), 8.36 (d, J=5.1 Hz, 1H), 7.56 (dd, J=5.1, 1.4 Hz, 1H), 7.43-7.25 (m, 8H), 7.11-7.07 (m, 1H), 6.80 (t, J=4.7 Hz, 1H), 4.6... Reactants: N#Cc1ccccn1, N#Cc1cc(F)c(Cl)nc1Cl, O=S(=O)(O)O. Yields the product NC(=O)c1cc(F)c(Cl)nc1Cl. RXN SMILES: [C:12]([c:13]1[cH:14][cH:15][cH:16][cH:17][n:18]1)#[N:19].[Cl:1][c:2]1[n:3][c:4]([Cl:11])[c:5]([F:10])[cH:6][c:7]1[C:8]#[N:9].[S:20]([OH:21])(=[O:22])(=[O:23])[OH:24]>>[Cl:1][c:2]1[n:3][c:4]([Cl:11])[c:5]([F:10])[cH:6][c:7]1[C:8]([NH2:9])=[O:21]. Reaction SMILES: [CH2:1]([c:2]1[cH:3][cH:4][cH:5][cH:6][cH:7]1)[O:8][c:9]1[cH:10][c:11]([C:15]2([OH:22])[CH2:16][CH:17]([CH3:21])[O:18][CH2:19][CH2:20]2)[cH:12][cH:13][cH:14]1.[CH3:23][I:24]>>[CH2:1]([c:2]1[cH:3][cH:4][cH:5][cH:6][cH:7]1)[O:8][c:9]1[cH:10][c:11]([C:15]2([O:22][CH3:23])[CH2:16][CH:17]([CH3:21])[O:18][CH2:19][CH2:20]2)[cH:12][cH:13][cH:14]1. Yields the product COC1(c2cccc(OCc3ccccc3)c2)CCOC(C)C1. Starting materials: CC1CC(O)(c2cccc(OCc3ccccc3)c2)CCO1, CI. The reactants are COC1=CC=C(C=C1)C1=CC(CCC1)=O (3-(4-methoxy-phenyl)-cyclohex-2-enone), C(CC1=CC=CC=C1)N (phenethylamine), C1(=CC=C(C=C1)S(=O)(=O)O)C (p-toluenesulfonic acid). The solvent is C1(=CC=CC=C1)C (toluene). Reaction conditions: time 1 hour. The product is COC1=CC=C(C=C1)C1=CC(CCC1)NCCC1=CC=CC=C1 ((RS)-[3-(4-methoxy-phenyl)-cyclohex-2-enyl]-phenethyl-amine). The yield is 56.0%. Reaction SMILES: [CH3:1][O:2][C:3]1[CH:8]=[CH:7][C:6]([C:9]2[CH2:14][CH2:13][CH2:12][C:11](=O)[CH:10]=2)=[CH:5][CH:4]=1.[CH2:16]([NH2:24])[CH2:17][C:18]1[CH:23]=[CH:22][CH:21]=[CH:20][CH:19]=1.C1(C)C=CC(S(O)(=O)=O)=CC=1>C1(C)C=CC=CC=1>[CH3:1][O:2][C:3]1[CH:8]=[CH:7][C:6]([C:9]2[CH2:14][CH2:13][CH2:12][CH:11]([NH:24][CH2:16][CH2:17][C:18]3[CH:23]=[CH:22][CH:21]=[CH:20][CH:19]=3)[CH:10]=2)=[CH:5][CH:4]=1. Procedure: A mixture of 3-(4-methoxy-phenyl)-cyclohex-2-enone (prepared following the procedure described in CA:54-10947d) (2.0 g, 9.89 mmol), phenethylamine (1.20 g, 9.89 mmol), toluene (50 ml) and a catalytical amount of p-toluenesulfonic acid was refluxed in a Dean-Stark apparatus overnight. After removal of the solvent, the residue was dissolved in MeOH (30 ml) and sodium borohydride (excess) was added. After stirring for 1 h at RT, the solvent was evaporated, H2O was added to the residue. Extraction w...